This data is from the Open Reaction Database (ORD), a public repository of structured organic reaction records. The task is: describe an organic reaction: reactants, conditions, products, and yield Reactants: CC(C)Oc1ccccc1-c1cc(=O)c2cc(C(=O)Cl)ccc2o1, OCCN1CCOCC1, c1ccncc1, c1ccccc1. Product: CC(C)Oc1ccccc1-c1cc(=O)c2cc(C(=O)O)ccc2o1. As a reaction SMILES: [CH:1]([CH3:2])([CH3:3])[O:4][c:5]1[c:6](-[c:7]2[o:8][c:9]3[cH:10][cH:11][c:12]([C:18](=[O:19])[Cl:20])[cH:13][c:14]3[c:15](=[O:17])[cH:16]2)[cH:21][cH:22][cH:23][cH:24]1.[OH:25][CH2:26][CH2:27][N:28]1[CH2:29][CH2:30][O:31][CH2:32][CH2:33]1.[cH:34]1[cH:35][cH:36][n:37][cH:38][cH:39]1.[cH:40]1[cH:41][cH:42][cH:43][cH:44][cH:45]1>>[CH:1]([CH3:2])([CH3:3])[O:4][c:5]1[c:6](-[c:7]2[o:8][c:9]3[cH:10][cH:11][c:12]([C:18](=[O:19])[OH:25])[cH:13][c:14]3[c:15](=[O:17])[cH:16]2)[cH:21][cH:22][cH:23][cH:24]1. Starting materials: ClC1=CC=C(C(=O)C2=CC=C(C=C2)Cl)C=C1 (4,4′-dichlorobenzophenone), C[Si](C)(C)C#N (Trimethylsilyl cyanide). The reagents and catalysts are [I-].[Zn+2].[I-] (zinc iodide). The solvent is C(Cl)Cl (DCM). Run at time 18 hour. The product is NCC(O)(C1=CC=C(C=C1)Cl)C1=CC=C(C=C1)Cl (2-Amino-1,1-bis-(4-chloro-phenyl)-ethanol), hydrochloride salt. As a reaction SMILES: [Cl:1][C:2]1[CH:16]=[CH:15][C:5]([C:6]([C:8]2[CH:13]=[CH:12][C:11]([Cl:14])=[CH:10][CH:9]=2)=[O:7])=[CH:4][CH:3]=1.C[Si]([C:21]#[N:22])(C)C>C(Cl)Cl.[I-].[Zn+2].[I-]>[NH2:22][CH2:21][C:6]([C:8]1[CH:13]=[CH:12][C:11]([Cl:14])=[CH:10][CH:9]=1)([C:5]1[CH:15]=[CH:16][C:2]([Cl:1])=[CH:3][CH:4]=1)[OH:7] |f:3.4.5|. Reported procedure: The title compound is prepared by combining 4,4′-dichlorobenzophenone (5 g, 20 mmol) and zinc iodide (480 mg, 1.49 mmol) in DCM (100 mL). Trimethylsilyl cyanide (2.17 g, 21.9 mmol) is added, and the reaction is stirred at room temperature for 18 hours. The reaction is washed with water (100 mL) and dried over magnesium sulfate, before filtering and removal of the solvent under reduced pressure. The residue is redissolved in dry THF (40 mL), 1.0M borane in THF (40 mL) is added, and the reaction i... As a reaction SMILES: [Cl:1][C:2]1[CH:3]=[C:4]([C:16]([NH:18][CH:19]2[CH:24]3[CH2:25][CH2:26][N:21]([CH2:22][CH2:23]3)[CH2:20]2)=[O:17])[C:5]2[O:10][CH:9]([CH2:11][CH3:12])[C:8](=[O:13])[N:7]([CH3:14])[C:6]=2[CH:15]=1.ClC1C=CC=C(C(OO)=[O:35])C=1>C(Cl)(Cl)Cl>[Cl:1][C:2]1[CH:3]=[C:4]([C:16]([NH+:18]([O-:35])[CH:19]2[CH:24]3[CH2:25][CH2:26][N:21]([CH2:22][CH2:23]3)[CH2:20]2)=[O:17])[C:5]2[O:10][CH:9]([CH2:11][CH3:12])[C:8](=[O:13])[N:7]([CH3:14])[C:6]=2[CH:15]=1. Reactants: ClC=1C=C(C2=C(N(C(C(O2)CC)=O)C)C1)C(=O)NC1CN2CCC1CC2 (6-chloro-2-ethyl-3,4-dihydro-4-methyl-3-oxo-N-(3-quinuclidinyl)-2H-1,4-benzoxazine-8-carboxamide), ClC1=CC(=CC=C1)C(=O)OO (metachloroperbenzoic acid). Conditions: time 0.5 hour. Yields the product ClC=1C=C(C2=C(N(C(C(O2)CC)=O)C)C1)C(=O)[NH+](C1CN2CCC1CC2)[O-] (6-chloro-2-ethyl-3,4-dihydro-4-methyl-3-oxo-N-(3-quinuclidinyl)-2H-1,4- benzoxazine-8-carboxamide N-oxide). Run in C(Cl)(Cl)Cl (chloroform). Procedure details: To a solution of 2.6 g of 6-chloro-2-ethyl-3,4-dihydro-4-methyl-3-oxo-N-(3-quinuclidinyl)-2H-1,4-benzoxazine-8-carboxamide in 100 ml of chloroform is added portionwise 1.9 g of metachloroperbenzoic acid under cooling and stirring. After 0.5 hour, ammonia gas is bubbled through the reaction solution under stirring and the precipitate is filtered off. The mother liquor is distilled off under reduced pressure followed by recrystallizing the residue from ethanol-isopropyl ether to give 6-chloro-2-et... The reactants are CI, CCOC(C)=O, CN(C)C=O, [H-], [Na+], c1cc2n(n1)CCCN2. The product is CN1CCCn2nccc21. RXN SMILES: [CH3:12][I:13].[CH3:14][CH2:15][O:16][C:17](=[O:18])[CH3:19].[CH3:20][N:21]([CH3:22])[CH:23]=[O:24].[H-:1].[Na+:2].[n:3]1[cH:4][cH:5][c:6]2[n:7]1[CH2:8][CH2:9][CH2:10][NH:11]2>>[n:3]1[cH:4][cH:5][c:6]2[n:7]1[CH2:8][CH2:9][CH2:10][N:11]2[CH3:14]. Starting materials: NC=1N=C(C(=NC1OC)C=1C=CC(N(C1)C(C)C)=O)C1=CC=CC=C1 (5-(5-amino-6-methoxy-3-phenyl-2-pyrazinyl)-1-isopropyl-2(1H)-pyridone), Cl (HCl). Run in O1CCOCC1 (dioxane). Reaction conditions: temperature 100 celsius, time 3 hour. Product: NC=1N=C(C(=NC1O)C=1C=CC(N(C1)C(C)C)=O)C1=CC=CC=C1 (5-(5-amino-6-hydroxy-3-phenyl-2-pyrazinyl)-1-isopropyl-2(1H)-pyridone). Yield: 47.0%. As a reaction SMILES: [NH2:1][C:2]1[N:3]=[C:4]([C:20]2[CH:25]=[CH:24][CH:23]=[CH:22][CH:21]=2)[C:5]([C:10]2[CH:11]=[CH:12][C:13](=[O:19])[N:14]([CH:16]([CH3:18])[CH3:17])[CH:15]=2)=[N:6][C:7]=1[O:8]C.Cl>O1CCOCC1>[NH2:1][C:2]1[N:3]=[C:4]([C:20]2[CH:21]=[CH:22][CH:23]=[CH:24][CH:25]=2)[C:5]([C:10]2[CH:11]=[CH:12][C:13](=[O:19])[N:14]([CH:16]([CH3:18])[CH3:17])[CH:15]=2)=[N:6][C:7]=1[OH:8]. Procedure: A mixture of 5-(5-amino-6-methoxy-3-phenyl-2-pyrazinyl)-1-isopropyl-2(1H)-pyridone (80 mg), conc. HCl (0.8 ml), and dioxane (1.6 ml) was heated with stirring at 100° C. for 3 hours. After cooling, the pH of the mixture was adjusted to 8 and a generated precipitate was isolated by filtration and dired in vacuo to give 5-(5-amino-6-hydroxy-3-phenyl-2-pyrazinyl)-1-isopropyl-2(1H)-pyridone (36 mg). The reactants are Cc1ccc(S(=O)(=O)n2ccc3nc(N(CC(=O)C4CC(N(Cc5ccccc5)Cc5ccccc5)CC4C)C(=O)OC(C)(C)C)cnc32)cc1, Cl. Product: Cc1ccc(S(=O)(=O)n2ccc3nc(NCC(=O)C4CC(N(Cc5ccccc5)Cc5ccccc5)CC4C)cnc32)cc1. RXN SMILES: [CH2:1]([c:2]1[cH:3][cH:4][cH:5][cH:6][cH:7]1)[N:8]([CH:9]1[CH2:10][CH:11]([CH3:44])[CH:12]([C:14]([CH2:15][N:16]([C:17](=[O:18])[O:19][C:20]([CH3:21])([CH3:22])[CH3:23])[c:24]2[n:25][c:26]3[c:27]([n:28][cH:29]2)[n:30]([S:33](=[O:34])(=[O:35])[c:36]2[cH:37][cH:38][c:39]([CH3:40])[cH:41][cH:42]2)[cH:31][cH:32]3)=[O:43])[CH2:13]1)[CH2:45][c:46]1[cH:47][cH:48][cH:49][cH:50][cH:51]1.[ClH:52]>>[CH2:1]([c:2]1[cH:3][cH:4][cH:5][cH:6][cH:7]1)[N:8]([CH:9]1[CH2:10][CH:11]([CH3:44])[CH:12]([C:14]([CH2:15][NH:16][c:24]2[n:25][c:26]3[c:27]([n:28][cH:29]2)[n:30]([S:33](=[O:34])(=[O:35])[c:36]2[cH:37][cH:38][c:39]([CH3:40])[cH:41][cH:42]2)[cH:31][cH:32]3)=[O:43])[CH2:13]1)[CH2:45][c:46]1[cH:47][cH:48][cH:49][cH:50][cH:51]1. Reactants: CS(C)=O, CCOC(C)=O, CCN(C(C)C)C(C)C, O=[N+]([O-])c1ccc(N2CCN(CCCl)CC2)cc1, [N-]=[N+]=[N-], [Na+]. Product: [N-]=[N+]=NCCN1CCN(c2ccc([N+](=O)[O-])cc2)CC1. As a reaction SMILES: [CH3:32][S:33]([CH3:34])=[O:35].[CH3:36][CH2:37][O:38][C:39](=[O:40])[CH3:41].[CH:23]([N:24]([CH2:25][CH3:26])[CH:27]([CH3:28])[CH3:29])([CH3:30])[CH3:31].[Cl:1][CH2:2][CH2:3][N:4]1[CH2:5][CH2:6][N:7]([c:10]2[cH:11][cH:12][c:13]([N+:16](=[O:17])[O-:18])[cH:14][cH:15]2)[CH2:8][CH2:9]1.[N-:20]=[N+:21]=[N-:22].[Na+:19]>>[CH2:2]([CH2:3][N:4]1[CH2:5][CH2:6][N:7]([c:10]2[cH:11][cH:12][c:13]([N+:16](=[O:17])[O-:18])[cH:14][cH:15]2)[CH2:8][CH2:9]1)[N:20]=[N+:21]=[N-:22]. Reactants: ( b ), ( c ), FC(CCCCCCCCCCC[Mg]Br)(F)F (12,12,12-trifluorododecylmagnesium bromide), COC1=C(C=CC=C1)C=1OCC(N1)(C)C (2-(2-methoxyphenyl)-4,4-dimethyloxazoline). Solvent: O1CCCC1 (tetrahydrofuran). Yields the product FC(CCCCCCCCCCCC1=C(C=CC=C1)C=1OCC(N1)(C)C)(F)F (2-[2-(12,12,12-trifluorododecyl)phenyl]-4,4-dimethyloxazoline). As a reaction SMILES: [F:1][C:2]([F:17])([F:16])[CH2:3][CH2:4][CH2:5][CH2:6][CH2:7][CH2:8][CH2:9][CH2:10][CH2:11][CH2:12][CH2:13][Mg]Br.CO[C:20]1[CH:25]=[CH:24][CH:23]=[CH:22][C:21]=1[C:26]1[O:27][CH2:28][C:29]([CH3:32])([CH3:31])[N:30]=1>O1CCCC1>[F:1][C:2]([F:17])([F:16])[CH2:3][CH2:4][CH2:5][CH2:6][CH2:7][CH2:8][CH2:9][CH2:10][CH2:11][CH2:12][CH2:13][C:20]1[CH:25]=[CH:24][CH:23]=[CH:22][C:21]=1[C:26]1[O:27][CH2:28][C:29]([CH3:32])([CH3:31])[N:30]=1. Procedure: Following the procedures of Example 1(a), (b) and (c), 12,12,12-trifluorododecylmagnesium bromide (from 29.19 mmoles of 12,12,12-trifluorododecyl bromide and 25.71 mmoles of magnesium) was reacted with 2-(2-methoxyphenyl)-4,4-dimethyloxazoline (20.17 mmoles) in tetrahydrofuran to give 2-[2-(12,12,12-trifluorododecyl)phenyl]-4,4-dimethyloxazoline. The oxazoline (14.39 mmoles) was converted to the methiodide salt and then reduced with sodium borohydride (13.43 mmoles) to yield the desired product ... Product: CC(C)(C)OC(=O)N1CCN(C(=O)Nc2cccnc2)CC1. RXN SMILES: [C:16]([CH3:17])([CH3:18])([CH3:19])[O:20][C:21](=[O:22])[N:23]1[CH2:24][CH2:25][NH:26][CH2:27][CH2:28]1.[CH3:38][S:39]([CH3:40])=[O:41].[CH:29]([N:30]([CH:31]([CH3:32])[CH3:33])[CH2:34][CH3:35])([CH3:36])[CH3:37].[OH2:42].[n:1]1[cH:2][c:3]([NH:7][C:8]([O:9][CH2:10][C:11]([Cl:12])([Cl:13])[Cl:14])=[O:15])[cH:4][cH:5][cH:6]1>>[n:1]1[cH:2][c:3]([NH:7][C:8](=[O:15])[N:26]2[CH2:25][CH2:24][N:23]([C:21]([O:20][C:16]([CH3:17])([CH3:18])[CH3:19])=[O:22])[CH2:28][CH2:27]2)[cH:4][cH:5][cH:6]1. Starting materials: CC(C)(C)OC(=O)N1CCNCC1, CS(C)=O, CCN(C(C)C)C(C)C, O, O=C(Nc1cccnc1)OCC(Cl)(Cl)Cl.